This data is from the Open Reaction Database (ORD), a public repository of structured organic reaction records. The task is: describe an organic reaction: reactants, conditions, products, and yield Reactants: mixture, S(F)(F)(F)(F)(F)C(F)(F)C(F)(F)C(F)(F)C(F)(F)S(=O)(=O)F (F5S(CF2)4SO2F), O[Li].O (LiOH H2O). Run in CO (methanol). Conditions: time 8 hour. Yields the product S(F)(F)(F)(F)(F)C(F)(F)C(F)(F)C(F)(F)C(F)(F)S(=O)(=O)O[Li] (F5S(CF2)4SO3Li). Reaction SMILES: [S:1]([C:7]([C:10]([C:13]([C:16]([S:19](F)(=O)=[O:20])([F:18])[F:17])([F:15])[F:14])([F:12])[F:11])([F:9])[F:8])([F:6])([F:5])([F:4])([F:3])[F:2].[OH:23][Li:24].[OH2:25]>CO>[S:1]([C:7]([C:10]([C:13]([C:16]([S:19]([O:23][Li:24])(=[O:20])=[O:25])([F:18])[F:17])([F:15])[F:14])([F:12])[F:11])([F:9])[F:8])([F:5])([F:4])([F:3])([F:2])[F:6] |f:1.2|. Procedure details: A 10-gram mixture of F5S(CF2)4SO2F (47.5 wt %) and cyclo--SF4C4F7SO2F (52 wt %) was charged to a flask containing LiOH H2O (2.3 g) slurried in 30 g methanol. The reaction mixture was refluxed 18 hrs and then cooled to room temperature. The LiF was then filtered away. The cake was washed with an additional 30 mL methanol. The filtrate was placed in a dish and placed in an oven at 80° C. overnight. A total of 5.5 g of lithium salt, an off-white solid, was removed from the dish. IR analysis of the ...